describe an organic reaction: reactants, conditions, products, and yield From a dataset of the Open Reaction Database (ORD), a public repository of structured organic reaction records. Starting materials: ClC=1C=CC(=C2C=CC=NC12)[N+](=O)[O-] (8-chloro-5-nitroquinoline), C(=C)[Mg]Br (vinylmagnesium bromide), [Cl-].[NH4+] (ammonium chloride). The solvent is O1CCCC1 (tetrahydrofuran). Run at time 40 minute. Product: ClC=1C=C2C(=C3C=CC=NC13)NC=C2 (5-chloro-1H-pyrrolo[2,3-f]quinoline). Yield: 20.6%. As a reaction SMILES: [Cl:1][C:2]1[CH:3]=[CH:4][C:5]([N+:12]([O-])=O)=[C:6]2[C:11]=1[N:10]=[CH:9][CH:8]=[CH:7]2.[CH:15]([Mg]Br)=[CH2:16].[Cl-].[NH4+]>O1CCCC1>[Cl:1][C:2]1[CH:3]=[C:4]2[CH:16]=[CH:15][NH:12][C:5]2=[C:6]2[C:11]=1[N:10]=[CH:9][CH:8]=[CH:7]2 |f:2.3|. Reported procedure: To a stirred solution of 8-chloro-5-nitroquinoline (5.0 g, 24 mmol) in tetrahydrofuran (70 mL) at −78° C. under Ar was added a solution of vinylmagnesium bromide (1.0 M in tetrahydrofuran, 72 mL, 72 mmol) over 5 min. The mixture was stirred for 40 minutes, poured into aqueous ammonium chloride solution (200 mL) and extracted with ether (3×100 mL). The combined organic extracts were washed (water, brine), dried (sodium sulfate), concentrated in vacuo and purified by column chromatography [SiO2; e... Reactants: Brc1ccc(I)cn1, C1COCCN1, CCOC(C)=O, CC(C)(C)[O-], Cc1ccccc1, [Na+], O=C(C=Cc1ccccc1)C=Cc1ccccc1, O=C(C=Cc1ccccc1)C=Cc1ccccc1, O=C(C=Cc1ccccc1)C=Cc1ccccc1, O, [Pd], [Pd], CC1(C)c2cccc(P(c3ccccc3)c3ccccc3)c2Oc2c(P(c3ccccc3)c3ccccc3)cccc21. The product is Brc1ccc(N2CCOCC2)cn1. As a reaction SMILES: [Br:55][c:56]1[n:57][cH:58][c:59]([I:62])[cH:60][cH:61]1.[CH2:49]1[CH2:50][O:51][CH2:52][CH2:53][NH:54]1.[CH3:126][CH2:127][O:128][C:129](=[O:130])[CH3:131].[CH3:43][C:44]([CH3:45])([O-:46])[CH3:47].[CH3:63][c:64]1[cH:65][cH:66][cH:67][cH:68][cH:69]1.[Na+:48].[O:108]=[C:109]([CH:110]=[CH:111][c:112]1[cH:113][cH:114][cH:115][cH:116][cH:117]1)[CH:118]=[CH:119][c:120]1[cH:121][cH:122][cH:123][cH:124][cH:125]1.[O:72]=[C:73]([CH:74]=[CH:75][c:76]1[cH:77][cH:78][cH:79][cH:80][cH:81]1)[CH:82]=[CH:83][c:84]1[cH:85][cH:86][cH:87][cH:88][cH:89]1.[O:90]=[C:91]([CH:92]=[CH:93][c:94]1[cH:95][cH:96][cH:97][cH:98][cH:99]1)[CH:100]=[CH:101][c:102]1[cH:103][cH:104][cH:105][cH:106][cH:107]1.[OH2:132].[Pd:70].[Pd:71].[c:1]1([P:2]([c:3]2[cH:4][cH:5][cH:6][cH:7][cH:8]2)[c:9]2[c:10]3[c:34]([cH:35][cH:36][cH:37]2)[C:31]([CH3:32])([CH3:33])[c:13]2[c:12]([c:17]([P:18]([c:19]4[cH:20][cH:21][cH:22][cH:23][cH:24]4)[c:25]4[cH:26][cH:27][cH:28][cH:29][cH:30]4)[cH:16][cH:15][cH:14]2)[O:11]3)[cH:38][cH:39][cH:40][cH:41][cH:42]1>>[CH2:49]1[CH2:50][O:51][CH2:52][CH2:53][N:54]1[c:59]1[cH:58][n:57][c:56]([Br:55])[cH:61][cH:60]1. Starting materials: OC1=C(C=CC(=C1)O)C(C(C)C)=O (1-(2,4-dihydroxy-phenyl)-2-methyl-propan-1-one), IC (iodomethane), C(=O)([O-])[O-].[Cs+].[Cs+] (Cs2CO3). The solvent is C(C)#N (acetonitrile). Product: OC1=C(C=CC(=C1)OC)C(C(C)C)=O (1-(2-Hydroxy-4-methoxy-phenyl)-2-methyl-propan-1-one). Reaction SMILES: [OH:1][C:2]1[CH:7]=[C:6]([OH:8])[CH:5]=[CH:4][C:3]=1[C:9](=[O:13])[CH:10]([CH3:12])[CH3:11].IC.[C:16]([O-])([O-])=O.[Cs+].[Cs+]>C(#N)C>[OH:1][C:2]1[CH:7]=[C:6]([O:8][CH3:16])[CH:5]=[CH:4][C:3]=1[C:9](=[O:13])[CH:10]([CH3:11])[CH3:12] |f:2.3.4|. Procedure details: The above prepared 1-(2,4-dihydroxy-phenyl)-2-methyl-propan-1-one (1.13 g, 5.55 mmol, corrected for purity) was dissolved in 22 mL of acetonitrile and treated successively at 0° C. with iodomethane (0.36 mL, 1.05 eq.) and Cs2CO3 (1.998 g, 1.1 eq.), and the mixture then stirred over night at ambient temperature. Pouring onto crashed ice/NH4Cl, twofold extraction with AcOEt, washing with water, drying over sodium sulfate, and evaporation of the solvents, followed by flash chromatography (SiO2, hex... Starting materials: N1CCC(CC1)COC1=NOC2=C1C(=CC=C2)O[C@@H]2CC[C@H](CC2)O (trans-4-{[3-(Piperidin-4-ylmethoxy)-1,2-benzisoxazol-4-yl]oxy}cyclohexanol), C(=O)C1(CCOCC1)C(=O)OC (Methyl 4-formyltetrahydro-2H-pyran-4-carboxylate), C(=O)C1(CCC1)C(=O)OC (methyl 1-formylcyclobutanecarboxylate). Yields the product O[C@@H]1CC[C@H](CC1)OC1=CC=CC2=C1C(=NO2)OCC2CCN(CC2)CC2(CCOCC2)C(=O)OC (Methyl 4-({4-[({4-[(trans-4-hydroxycyclohexyl)oxy]-1,2-benzisoxazol-3-yl]oxy)methyl}piperidin-1-yl}methyl)tetrahydro-2H-pyran-4-carboxylate). As a reaction SMILES: [NH:1]1[CH2:6][CH2:5][CH:4]([CH2:7][O:8][C:9]2[C:13]3[C:14]([O:18][C@H:19]4[CH2:24][CH2:23][C@H:22]([OH:25])[CH2:21][CH2:20]4)=[CH:15][CH:16]=[CH:17][C:12]=3[O:11][N:10]=2)[CH2:3][CH2:2]1.[CH:26]([C:28]1([C:34]([O:36][CH3:37])=[O:35])[CH2:33][CH2:32][O:31][CH2:30][CH2:29]1)=O.C(C1(C(OC)=O)CCC1)=O>>[OH:25][C@H:22]1[CH2:23][CH2:24][C@H:19]([O:18][C:14]2[C:13]3[C:9]([O:8][CH2:7][CH:4]4[CH2:5][CH2:6][N:1]([CH2:26][C:28]5([C:34]([O:36][CH3:37])=[O:35])[CH2:33][CH2:32][O:31][CH2:30][CH2:29]5)[CH2:2][CH2:3]4)=[N:10][O:11][C:12]=3[CH:17]=[CH:16][CH:15]=2)[CH2:20][CH2:21]1. Procedure: The title compound was prepared according to the procedure described in Step 3 of EXAMPLE 2 using trans-4-{[3-(Piperidin-4-ylmethoxy)-1,2-benzisoxazol-4-yl]oxy}cyclohexanol (EXAMPLE 42, Step 1) and methyl 4-formyltetrahydro-2H-pyran-4-carboxylate (EXAMPLE 18, Step 1) instead of 3-(piperidin-4-ylmethoxy)-4-(2,2,2-trifluoroethoxy)-1,2-benzisoxazole and methyl 1-formylcyclobutanecarboxylate. The reactants are CC1=CC=C(C=O)C=C1 (p-methylbenzaldehyde), [C-]#N.[K+] (KCN). Product: CC1=CC=C(C=C1)C(=O)C(O)C1=CC=C(C=C1)C (4,4′-dimethylbenzoin). RXN SMILES: [CH3:1][C:2]1[CH:9]=[CH:8][C:5]([CH:6]=[O:7])=[CH:4][CH:3]=1.[C-]#N.[K+]>>[CH3:1][C:2]1[CH:9]=[CH:8][C:5]([C:6]([CH:6]([C:5]2[CH:8]=[CH:9][C:2]([CH3:1])=[CH:3][CH:4]=2)[OH:7])=[O:7])=[CH:4][CH:3]=1 |f:1.2|. Procedure details: 250 g (2.08 mol) of p-methylbenzaldehyde were condensed with the aid of 30 g (0.46 mol) of KCN to give 4,4′-dimethylbenzoin according to a standard method (Organikum 18th edition (1990) 457). The crude product was used without further purification (yield, crude: found: C, 80.0%, H, 6.4%. calculated: 79.97%, H, 6.71%). The IR spectrum of 4,4′-dimethylbenzoin is shown in FIG. 8. Reactants: Clc1ccc(Br)cc1Cl, CON(C)C(=O)C1CCN(C(=O)OC(C)(C)C)C1, [Li]C(C)(C)C, C1CCOC1. Product: CC(C)(C)OC(=O)N1CCC(C(=O)c2ccc(Cl)c(Cl)c2)C1. RXN SMILES: [Br:6][c:7]1[cH:8][c:9]([Cl:14])[c:10]([Cl:13])[cH:11][cH:12]1.[C:15]([CH3:16])([CH3:17])([CH3:18])[O:19][C:20](=[O:21])[N:22]1[CH2:23][CH:24]([C:27]([N:28]([O:29][CH3:30])[CH3:31])=[O:32])[CH2:25][CH2:26]1.[C:1]([Li:2])([CH3:3])([CH3:4])[CH3:5].[CH2:33]1[O:34][CH2:35][CH2:36][CH2:37]1>>[c:7]1([C:27]([CH:24]2[CH2:23][N:22]([C:20]([O:19][C:15]([CH3:16])([CH3:17])[CH3:18])=[O:21])[CH2:26][CH2:25]2)=[O:32])[cH:8][c:9]([Cl:14])[c:10]([Cl:13])[cH:11][cH:12]1. Starting materials: COCOC1=C(C=CC(=C1)OC)B(O)O (2-methoxymethoxy-4-methoxyphenyl boronic acid), C(C1=CC=CC=C1)OCC1=C(C(=NC=N1)OCCC)I (6-benzyloxymethyl-5-iodo-4-propoxy-pyrimidine), C([O-])([O-])=O.[Na+].[Na+] (sodium carbonate). Reagents/catalysts: C=1C=CC(=CC1)[P](C=2C=CC=CC2)(C=3C=CC=CC3)[Pd]([P](C=4C=CC=CC4)(C=5C=CC=CC5)C=6C=CC=CC6)([P](C=7C=CC=CC7)(C=8C=CC=CC8)C=9C=CC=CC9)[P](C=1C=CC=CC1)(C=1C=CC=CC1)C=1C=CC=CC1 (Tetrakis(triphenylphosphine)palladium). Run in CO (MeOH), C1(=CC=CC=C1)C (toluene), C(C)(=O)OCC (ethyl acetate). Reaction conditions: time 18 hour. Product: C(C1=CC=CC=C1)OCC1=C(C(=NC=N1)OCCC)C1=C(C=C(C=C1)OC)OCOC (6-Benzyloxymethyl-5(2-methoxymethoxy-4-methoxyphenyl)-4-propoxy-pyrimidine). The yield is 61.8%. As a reaction SMILES: [CH3:1][O:2][CH2:3][O:4][C:5]1[CH:10]=[C:9]([O:11][CH3:12])[CH:8]=[CH:7][C:6]=1B(O)O.[CH2:16]([O:23][CH2:24][C:25]1[N:30]=[CH:29][N:28]=[C:27]([O:31][CH2:32][CH2:33][CH3:34])[C:26]=1I)[C:17]1[CH:22]=[CH:21][CH:20]=[CH:19][CH:18]=1.C(=O)([O-])[O-].[Na+].[Na+]>CO.C1(C)C=CC=CC=1.C(OCC)(=O)C.C1C=CC([P]([Pd]([P](C2C=CC=CC=2)(C2C=CC=CC=2)C2C=CC=CC=2)([P](C2C=CC=CC=2)(C2C=CC=CC=2)C2C=CC=CC=2)[P](C2C=CC=CC=2)(C2C=CC=CC=2)C2C=CC=CC=2)(C2C=CC=CC=2)C2C=CC=CC=2)=CC=1>[CH2:16]([O:23][CH2:24][C:25]1[N:30]=[CH:29][N:28]=[C:27]([O:31][CH2:32][CH2:33][CH3:34])[C:26]=1[C:6]1[CH:7]=[CH:8][C:9]([O:11][CH3:12])=[CH:10][C:5]=1[O:4][CH2:3][O:2][CH3:1])[C:17]1[CH:18]=[CH:19][CH:20]=[CH:21][CH:22]=1 |f:2.3.4,^1:60,62,81,100|. Reported procedure: To a solution of 2-methoxymethoxy-4-methoxyphenyl boronic acid (2.89 g, 13.65 mmol) in MeOH (8-10 ml) and 6-benzyloxymethyl-5-iodo-4-propoxy-pyrimidine (5 g, 13 mmol) in toluene (75 ml) was added an aqueous solution of 2 M sodium carbonate (14 ml) followed by Tetrakis(triphenylphosphine)palladium (0) (1.25 g, 1.08 mmol). The reaction was allowed to stir at 90-95° for 18 h. The mixture was cooled to room temperature then diluted with ethyl acetate, washed with water, sat'd NH4Cl, 5% NaHCO3 soluti... Reactants: C([O-])(O)=O.[Na+] (sodium bicarbonate), COC1OC(CC1)OC (2,5-dimethoxytetrahydrofuran), hydrochloride salt, methyl ester, NCC(=O)O (glycine), C(C)(=O)[O-].[K+] (potassium acetate). Solvent: O (water), C(C)(=O)O (acetic acid). Reaction conditions: time 4 hour. The product is N1(C=CC=C1)CC(=O)OC (methyl pyrrol-1-ylacetate). Isolated yield 37.7%. RXN SMILES: [NH2:1][CH2:2][C:3]([OH:5])=[O:4].[C:6]([O-])(=O)C.[K+].CO[CH:13]1[CH2:17][CH2:16][CH:15](OC)O1.C(=O)(O)[O-].[Na+]>O.C(O)(=O)C>[N:1]1([CH2:2][C:3]([O:5][CH3:6])=[O:4])[CH:13]=[CH:17][CH:16]=[CH:15]1 |f:1.2,4.5|. Reported procedure: A solution of the hydrochloride salt of the methyl ester of glycine (6.30 g) and potassium acetate (8.00 g) in water (10 ml) was added to glacial acetic acid (50 ml). The resulting mixture was heated to reflux, 2,5-dimethoxytetrahydrofuran (6.60 g) was added in one portion, and heating under reflux was continued for 4 hours. After cooling, the reaction mixture was neutralised with sodium bicarbonate and extracted with ethyl acetate. The extracts were washed with water, dried, concentrated under ... Reported procedure: A mixture of ethyl 3,4,5,6-tetrahydro-6-hydroxy-1-H-cyclohepta[cd]indole-2-carboxylate (0.30 g, 1.16 mmol), sodium methoxide (1.26 g, 23.1 mmol), guanidine hydrochloride (2.22 g, 23.1 mmol) and N,N-dimethylformamide (15 ml) was stirred at room temperature for 3 days. The reaction mixture was poured into a 5% aqueous sodium chloride solution, followed by extraction with ethyl acetate (three times). The extract solution was washed twice with a 5% aqueous sodium chloride solution and then dried ove... Reaction SMILES: [OH:1][CH:2]1[C:13]2[C:14]3[C:6](=[C:7]([C:15]([O:17]CC)=O)[NH:8][C:9]=3[CH:10]=[CH:11][CH:12]=2)[CH2:5][CH2:4][CH2:3]1.C[O-].[Na+].Cl.[NH2:24][C:25]([NH2:27])=N.[Cl-].[Na+].C[N:31](C)C=O>>[NH2:31][N:24]=[CH:25][NH:27][C:15]([C:7]1[NH:8][C:9]2[CH:10]=[CH:11][CH:12]=[C:13]3[CH:2]([OH:1])[CH2:3][CH2:4][CH2:5][C:6]=1[C:14]=23)=[O:17] |f:1.2,3.4,5.6|. Product: NN=CNC(=O)C=1NC=2C=CC=C3C2C1CCCC3O (N-(aminoiminomethyl)-3,4,5,6-tetrahydro-6-hydroxy-1H-cyclohepta [cd]indole-2carboxamide). Reactants: [Cl-].[Na+] (sodium chloride), OC1CCCC2=C(NC=3C=CC=C1C23)C(=O)OCC (ethyl 3,4,5,6-tetrahydro-6-hydroxy-1-H-cyclohepta[cd]indole-2-carboxylate), C[O-].[Na+] (sodium methoxide), Cl.NC(=N)N (guanidine hydrochloride), CN(C=O)C (N,N-dimethylformamide). Reaction conditions: time 3 day. Isolated yield 16.0%. Reactants: N1(CCCC1)CCCOC1=CC=C(C=C1)C1(CCCCC1)C(=O)O (1-[4-(3-pyrrolidin-1-ylpropoxy)phenyl]cyclohexanecarboxylic acid), OC1CCNCC1 (4-hydroxypiperidine). As a reaction SMILES: [N:1]1([CH2:6][CH2:7][CH2:8][O:9][C:10]2[CH:15]=[CH:14][C:13]([C:16]3([C:22]([OH:24])=O)[CH2:21][CH2:20][CH2:19][CH2:18][CH2:17]3)=[CH:12][CH:11]=2)[CH2:5][CH2:4][CH2:3][CH2:2]1.[OH:25][CH:26]1[CH2:31][CH2:30][NH:29][CH2:28][CH2:27]1>>[N:1]1([CH2:6][CH2:7][CH2:8][O:9][C:10]2[CH:11]=[CH:12][C:13]([C:16]3([C:22]([N:29]4[CH2:30][CH2:31][CH:26]([OH:25])[CH2:27][CH2:28]4)=[O:24])[CH2:17][CH2:18][CH2:19][CH2:20][CH2:21]3)=[CH:14][CH:15]=2)[CH2:5][CH2:4][CH2:3][CH2:2]1. Procedure: The title compound (200 mg, 16%) was prepared using 1-[4-(3-pyrrolidin-1-ylpropoxy)phenyl]cyclohexanecarboxylic acid and 4-hydroxypiperidine similarly to the procedure used for example 149. HRMS ESI+ m/z 415.2943 [MH]+. The product is N1(CCCC1)CCCOC1=CC=C(C=C1)C1(CCCCC1)C(=O)N1CCC(CC1)O (1-({1-[4-(3-pyrrolidin-1-ylpropoxy)phenyl]cyclohexyl}carbonyl)piperidin-4-ol).